This data is from the Open Reaction Database (ORD), a public repository of structured organic reaction records. The task is: describe an organic reaction: reactants, conditions, products, and yield Starting materials: BrC=1SC(=C(N1)CC1=CC=C(C=C1)Cl)C1=NN=CN1 (3-[2-bromo-4-(4-chlorobenzyl)-1,3-thiazol-5-yl]-4H-1,2,4-triazole), O1CCCC1 (tetrahydrofuran), O1CCCC=C1 (dihydropyran), O.C1(=CC=C(C=C1)S(=O)(=O)O)C (p-toluenesulfonic acid monohydrate). Solvent: C(=O)(O)[O-].[Na+] (NaHCO3). Run at time 30 minute. Product: BrC=1SC(=C(N1)CC1=CC=C(C=C1)Cl)C1=NN(C=N1)C1OCCCC1 (3-[2-bromo-4-(4-chlorobenzyl)-1,3-thiazol-5-yl]-1-(tetrahydro-2H-pyran-2-yl)-1H-1,2,4-triazole). Yield: 88.5%. As a reaction SMILES: [Br:1][C:2]1[S:3][C:4]([C:15]2[NH:19][CH:18]=[N:17][N:16]=2)=[C:5]([CH2:7][C:8]2[CH:13]=[CH:12][C:11]([Cl:14])=[CH:10][CH:9]=2)[N:6]=1.O1CCCC1.[O:25]1[CH:30]=[CH:29][CH2:28][CH2:27][CH2:26]1.O.C1(C)C=CC(S(O)(=O)=O)=CC=1>C([O-])(O)=O.[Na+]>[Br:1][C:2]1[S:3][C:4]([C:15]2[N:19]=[CH:18][N:17]([CH:26]3[CH2:27][CH2:28][CH2:29][CH2:30][O:25]3)[N:16]=2)=[C:5]([CH2:7][C:8]2[CH:13]=[CH:12][C:11]([Cl:14])=[CH:10][CH:9]=2)[N:6]=1 |f:3.4,5.6|. Procedure: In a 250 mL round bottomed flask were placed 3-[2-bromo-4-(4-chlorobenzyl)-1,3-thiazol-5-yl]-4H-1,2,4-triazole (0.7 g, 2 mmol) and tetrahydrofuran (50 mL, 600 mmol). To the mixture were added dihydropyran (2 mL, 20 mmol) and p-toluenesulfonic acid monohydrate (911.3 mg, 4.791 mmol). The mixture was refluxed for 2 h then was allowed to cool to rt and then a saturated aqueous solution of NaHCO3 (50 mL) was added. The resulting biphasic mixture was vigorously stirred for 30 min at rt. The aqueous p... Solvent: C(C)#N (acetonitrile). Procedure details: 1-(2-Chloroethyl)-3,4-dihydro-3,3-dimethyl-6-methylsulfonyl-2(1H)-quinolinone (1.0 g, 0.0032 mol), 6-fluoro-3-(1,2,3,6-tetrahydro-4-pyridinyl)-1H-indole (0.684 g, 0.0032 mol), sodium iodide (0.15 g, 0.001 mol) and potassium carbonate (1.38 g, 0.010 mol) were suspended in acetonitrile (45 ml). The reaction mixture was heated at reflux under nitrogen for 20 hr. The product mixture was then cooled to room temperature. The solvent was evaporated in vacuo. The residue was dissolved in ethyl acetate (... Reactants: ClCCN1C(C(CC2=CC(=CC=C12)S(=O)(=O)C)(C)C)=O (1-(2-Chloroethyl)-3,4-dihydro-3,3-dimethyl-6-methylsulfonyl-2(1H)-quinolinone), C([O-])([O-])=O.[K+].[K+] (potassium carbonate), FC1=CC=C2C(=CNC2=C1)C=1CCNCC1 (6-fluoro-3-(1,2,3,6-tetrahydro-4-pyridinyl)-1H-indole), [I-].[Na+] (sodium iodide). Product: FC1=CC=C2C(=CNC2=C1)C=1CCN(CC1)CCN1C(C(CC2=CC(=CC=C12)S(=O)(=O)C)(C)C)=O (1-[2-[4-(6-fluoro-1H-indol-3-yl)-3,6-dihydro-1(2H)-pyridinyl]ethyl]-3,4-dihydro-3,3-dimethyl-6-methylsulfonyl-2(1H)-quinolinone). As a reaction SMILES: Cl[CH2:2][CH2:3][N:4]1[C:13]2[C:8](=[CH:9][C:10]([S:14]([CH3:17])(=[O:16])=[O:15])=[CH:11][CH:12]=2)[CH2:7][C:6]([CH3:19])([CH3:18])[C:5]1=[O:20].[F:21][C:22]1[CH:30]=[C:29]2[C:25]([C:26]([C:31]3[CH2:32][CH2:33][NH:34][CH2:35][CH:36]=3)=[CH:27][NH:28]2)=[CH:24][CH:23]=1.[I-].[Na+].C(=O)([O-])[O-].[K+].[K+]>C(#N)C>[F:21][C:22]1[CH:30]=[C:29]2[C:25]([C:26]([C:31]3[CH2:32][CH2:33][N:34]([CH2:2][CH2:3][N:4]4[C:13]5[C:8](=[CH:9][C:10]([S:14]([CH3:17])(=[O:16])=[O:15])=[CH:11][CH:12]=5)[CH2:7][C:6]([CH3:19])([CH3:18])[C:5]4=[O:20])[CH2:35][CH:36]=3)=[CH:27][NH:28]2)=[CH:24][CH:23]=1 |f:2.3,4.5.6|. The reactants are C1(CCCCC1)NC1CCCCC1 (dicyclohexylamine), C(C)(=O)OC1=CC=C(C(=O)O)C=C1 (4-acetoxybenzoic acid), S(=O)(Cl)Cl (thionyl chloride). Run in ClCCl (dichloromethane), C(C)OCC (ethyl ether). The product is C(C)(=O)OC1=CC=C(C(=O)Cl)C=C1 (4-acetoxybenzoyl chloride). As a reaction SMILES: C1(NC2CCCCC2)CCCCC1.[C:14]([O:17][C:18]1[CH:26]=[CH:25][C:21]([C:22](O)=[O:23])=[CH:20][CH:19]=1)(=[O:16])[CH3:15].S(Cl)([Cl:29])=O>ClCCl.C(OCC)C>[C:14]([O:17][C:18]1[CH:26]=[CH:25][C:21]([C:22]([Cl:29])=[O:23])=[CH:20][CH:19]=1)(=[O:16])[CH3:15]. Procedure: 1.1 ml (5.6 mmol) of dicyclohexylamine are added to 1 g (5.6 mmol) of 4-acetoxybenzoic acid placed in 10 ml of dichloromethane, and the solution is stirred at room temperature for minutes. 400 μl (5.6 mmol) of thionyl chloride are added and this mixture is stirred at room temperature for 2 hours. The reaction medium is diluted with ethyl ether. The precipitate is filtered off and rinsed with ethyl ether. Concentration of the filtrate gives the 4-acetoxybenzoyl chloride. Starting materials: ClCC(=O)C=1N(C=CC1)CC1=C(C=CC=C1)F (2-chloroacetyl-1-(o-fluorobenzyl)pyrrole), C(C)(CC)NC(C)CC (di-sec-butylamine), C([O-])([O-])=O.[K+].[K+] (potassium carbonate). The solvent is C=1(C(=CC=CC1)C)C (xylene), CCOCC (ether). Reaction conditions: temperature 120 celsius, time 72 hour. Product: FC1=C(CN2C(=CC=C2)C(CN(C(C)CC)C(C)CC)=O)C=CC=C1 (1-(o-fluorobenzyl)-2[(di-sec-butylamino)acetyl]pyrrole). Reaction SMILES: Cl[CH2:2][C:3]([C:5]1[N:6]([CH2:10][C:11]2[CH:16]=[CH:15][CH:14]=[CH:13][C:12]=2[F:17])[CH:7]=[CH:8][CH:9]=1)=[O:4].[CH:18]([NH:22][CH:23]([CH2:25][CH3:26])[CH3:24])([CH2:20][CH3:21])[CH3:19].C(=O)([O-])[O-].[K+].[K+]>C1(C)C(C)=CC=CC=1.CCOCC>[F:17][C:12]1[CH:13]=[CH:14][CH:15]=[CH:16][C:11]=1[CH2:10][N:6]1[CH:7]=[CH:8][CH:9]=[C:5]1[C:3](=[O:4])[CH2:2][N:22]([CH:23]([CH2:25][CH3:26])[CH3:24])[CH:18]([CH2:20][CH3:21])[CH3:19] |f:2.3.4|. Reported procedure: A mixture of 16.0 g of 2-chloroacetyl-1-(o-fluorobenzyl)pyrrole, Example 1a, 8.3 g of di-sec-butylamine and 20.0 g of potassium carbonate in 250 ml xylene is stirred at 120° C. for 72 hours. The mixture is cooled, washed with water, dried and filtered and the xylene is evaporated leaving a brown oil. The oil is dissolved in ether and extracted into a 2N hydrogen chloride solution. The aqueous acidic solution is basified with a sodium carbonate solution and extracted with ether. The ether solutio... The reactants are C1(=CC=CC=C1)P(=O)(C1=CC=CC=C1)OC=1[C@@H]([C@@H]2N(C1C(=O)OCC1=CC=C(C=C1)[N+](=O)[O-])C([C@@H]2[C@@H](C)O)=O)C (p-nitrobenzyl (1R,5S,6S)-2-diphenylphosphoryloxy-6-[(R)-1-hydroxyethyl]-1-methylcarbapen-2-em-3-carboxylate), C(C)(C)N(CC)C(C)C (diisopropylethylamine), C(C)(=O)S[C@H]1CN(CC1)C=1SC=C(N1)C(N)=O ((3R)-3-acetylthio-1-(4-carbamoyl-1,3-thiazol-2-yl)pyrrolidine), C(C)(=O)O.NN (hydrazine acetate), C(O)([O-])=O.[Na+] (sodium hydrogencarbonate). Solvent: C(C)#N (acetonitrile), CN(C=O)C (dimethylformamide), C(C)(=O)OCC (ethyl acetate). Run at time 1 hour. Product: C(N)(=O)C=1N=C(SC1)N1C[C@@H](CC1)SC=1[C@@H]([C@H]2N(C1C(=O)OCC1=CC=C(C=C1)[N+](=O)[O-])C([C@@H]2[C@@H](C)O)=O)C (p-nitrobenzyl (1R,5S,6S)-2-[(3R)-1-(4-carbamoyl-1,3-thiazol-2-yl)pyrrolidin-3-yl]thio-6-[(R)-1-hydroxyethyl]-1-methylcarbapen-2-em-3-carboxylate). Isolated yield 86.9%. Reaction SMILES: C([S:4][C@@H:5]1[CH2:9][CH2:8][N:7]([C:10]2[S:11][CH:12]=[C:13]([C:15](=[O:17])[NH2:16])[N:14]=2)[CH2:6]1)(=O)C.C(O)(=O)C.NN.C1(P(O[C:39]2[C@H:40]([CH3:63])[C@H:41]3[C@@H:58]([C@H:59]([OH:61])[CH3:60])[C:57](=[O:62])[N:42]3[C:43]=2[C:44]([O:46][CH2:47][C:48]2[CH:53]=[CH:52][C:51]([N+:54]([O-:56])=[O:55])=[CH:50][CH:49]=2)=[O:45])(C2C=CC=CC=2)=O)C=CC=CC=1.C(N(C(C)C)CC)(C)C.C(=O)([O-])O.[Na+]>CN(C)C=O.C(#N)C.C(OCC)(=O)C>[C:15]([C:13]1[N:14]=[C:10]([N:7]2[CH2:8][CH2:9][C@@H:5]([S:4][C:39]3[C@H:40]([CH3:63])[C@@H:41]4[C@@H:58]([C@H:59]([OH:61])[CH3:60])[C:57](=[O:62])[N:42]4[C:43]=3[C:44]([O:46][CH2:47][C:48]3[CH:49]=[CH:50][C:51]([N+:54]([O-:56])=[O:55])=[CH:52][CH:53]=3)=[O:45])[CH2:6]2)[S:11][CH:12]=1)(=[O:17])[NH2:16] |f:1.2,5.6|. Procedure: To a solution of (3R)-3-acetylthio-1-(4-carbamoyl-1,3-thiazol-2-yl)pyrrolidine (500 mg, 1.84 mmol) (obtained as described in Reference Example 20) in dimethylformamide (25 ml) was added hydrazine acetate (204 mg, 2.21 mmol) at room temperature under an atmosphere of nitrogen and the mixture was stirred for 1 hour. After checking the completion of the reaction, a solution of p-nitrobenzyl (1R,5S,6S)-2-diphenylphosphoryloxy-6-[(R)-1-hydroxyethyl]-1-methylcarbapen-2-em-3-carboxylate (1.09 g, 1.84 m...